From a dataset of the Open Reaction Database (ORD), a public repository of structured organic reaction records. describe an organic reaction: reactants, conditions, products, and yield Reactants: CC1(C)CN(c2cccc[n+]2[O-])c2ccc([N+](=O)[O-])cc2O1, CO, [Cl-], [NH4+], O, [Zn]. Product: CC1(C)CN(c2cccc[n+]2[O-])c2ccc(N)cc2O1. RXN SMILES: [CH3:1][C:2]1([CH3:22])[O:3][c:4]2[c:5]([cH:15][cH:16][c:17]([N+:19]([O-:20])=[O:21])[cH:18]2)[N:6]([c:8]2[n+:9]([O-:14])[cH:10][cH:11][cH:12][cH:13]2)[CH2:7]1.[CH3:25][OH:26].[Cl-:23].[NH4+:24].[OH2:28].[Zn:27]>>[CH3:1][C:2]1([CH3:22])[O:3][c:4]2[c:5]([cH:15][cH:16][c:17]([NH2:19])[cH:18]2)[N:6]([c:8]2[n+:9]([O-:14])[cH:10][cH:11][cH:12][cH:13]2)[CH2:7]1. As a reaction SMILES: Cl[CH2:2][CH2:3][CH2:4][S:5]([N:8]1[CH2:13][CH2:12][CH:11]([C:14]2[C:22]3[C:17](=[C:18]([C:29]([NH2:31])=[O:30])[CH:19]=[C:20]([C:23]4[CH:28]=[CH:27][CH:26]=[CH:25][CH:24]=4)[CH:21]=3)[NH:16][CH:15]=2)[CH2:10][CH2:9]1)(=[O:7])=[O:6].Cl.[CH3:33][O:34][NH2:35].C([O-])([O-])=O.[K+].[K+]>CS(C)=O.[I-].[Na+]>[CH3:33][O:34][NH:35][CH2:2][CH2:3][CH2:4][S:5]([N:8]1[CH2:13][CH2:12][CH:11]([C:14]2[C:22]3[C:17](=[C:18]([C:29]([NH2:31])=[O:30])[CH:19]=[C:20]([C:23]4[CH:28]=[CH:27][CH:26]=[CH:25][CH:24]=4)[CH:21]=3)[NH:16][CH:15]=2)[CH2:10][CH2:9]1)(=[O:7])=[O:6] |f:1.2,3.4.5,7.8|. Procedure: The mixture of 3-{1-[(3-chloropropyl)sulfonyl]-4-piperidinyl}-5-phenyl-1H-indole-7-carboxamide (40.0 mg, 0.087 mmol) in DMSO (2.0 mL), were added O-methylhydroxylamine hydrochloride (83.5 mg, 1.0 mmol), K2CO3 (35.0 mg, 0.35 mmol) and sodium iodide (0.5 mg). The reaction solution was heated to 80° C. overnight. The reaction mixture was concentrated and purified by reverse phase HPLC (water/CH3CN, 0.1°/o TFA 10-90%) to give the title compound (20.7 mg, 43%). Isolated yield 50.6%. The solvent is CS(=O)C (DMSO). Reaction conditions: temperature 80 celsius. Reactants: Cl.CON (O-methylhydroxylamine hydrochloride), C(=O)([O-])[O-].[K+].[K+] (K2CO3), ClCCCS(=O)(=O)N1CCC(CC1)C1=CNC2=C(C=C(C=C12)C1=CC=CC=C1)C(=O)N (3-{1-[(3-chloropropyl)sulfonyl]-4-piperidinyl}-5-phenyl-1H-indole-7-carboxamide). The reagents and catalysts are [I-].[Na+] (sodium iodide). The product is CONCCCS(=O)(=O)N1CCC(CC1)C1=CNC2=C(C=C(C=C12)C1=CC=CC=C1)C(=O)N (3-[1-({3-[(methyloxy)amino]propyl}sulfonyl)-4-piperidinyl]-5-phenyl-1H-indole-7-carboxamide). Starting materials: CCCCCC1=CCC(C2CCC(CCCCC)CC2)CC1, CCCCCC1CCC(C2CCC(=O)CC2)CC1. Product: CCCCCC1CCC(C2CCC(O)(CCCCC)CC2)CC1. RXN SMILES: [CH2:1]([CH2:2][CH2:3][CH2:4][CH3:5])[C:6]1=[CH:7][CH2:8][CH:9]([CH:12]2[CH2:13][CH2:14][CH:15]([CH2:18][CH2:19][CH2:20][CH2:21][CH3:22])[CH2:16][CH2:17]2)[CH2:10][CH2:11]1.[CH2:23]([CH:24]1[CH2:25][CH2:26][CH:27]([CH:28]2[CH2:29][CH2:30][C:31](=[O:40])[CH2:32][CH2:33]2)[CH2:34][CH2:35]1)[CH2:36][CH2:37][CH2:38][CH3:39]>>[CH2:1]([CH2:2][CH2:3][CH2:4][CH3:5])[C:6]1([OH:40])[CH2:7][CH2:8][CH:9]([CH:12]2[CH2:13][CH2:14][CH:15]([CH2:18][CH2:19][CH2:20][CH2:21][CH3:22])[CH2:16][CH2:17]2)[CH2:10][CH2:11]1. Starting materials: CC1(C)OB(c2ccc(CC(=O)O)cc2)OC1(C)C, COCCOC, CCOC(C)=O, Clc1nc(N2CCOCC2)nc(N2CCOCC2)n1, [Na+], [Na+], O=C([O-])[O-], [Pd], c1ccc(P(c2ccccc2)c2ccccc2)cc1, c1ccc(P(c2ccccc2)c2ccccc2)cc1, c1ccc(P(c2ccccc2)c2ccccc2)cc1, c1ccc(P(c2ccccc2)c2ccccc2)cc1. Product: O=C(O)Cc1ccc(-c2nc(N3CCOCC3)nc(N3CCOCC3)n2)cc1. RXN SMILES: [CH3:20][C:21]1([CH3:22])[C:23]([CH3:24])([CH3:25])[O:26][B:27]([c:28]2[cH:29][cH:30][c:31]([CH2:34][C:35](=[O:36])[OH:37])[cH:32][cH:33]2)[O:38]1.[CH3:45][O:46][CH2:47][CH2:48][O:49][CH3:50].[CH3:51][CH2:52][O:53][C:54](=[O:55])[CH3:56].[Cl:1][c:2]1[n:3][c:4]([N:14]2[CH2:15][CH2:16][O:17][CH2:18][CH2:19]2)[n:5][c:6]([N:8]2[CH2:9][CH2:10][O:11][CH2:12][CH2:13]2)[n:7]1.[Na+:39].[Na+:40].[O-:41][C:42](=[O:43])[O-:44].[Pd:57].[c:115]1([P:116]([c:117]2[cH:118][cH:119][cH:120][cH:121][cH:122]2)[c:123]2[cH:124][cH:125][cH:126][cH:127][cH:128]2)[cH:129][cH:130][cH:131][cH:132][cH:133]1.[c:58]1([P:59]([c:60]2[cH:61][cH:62][cH:63][cH:64][cH:65]2)[c:66]2[cH:67][cH:68][cH:69][cH:70][cH:71]2)[cH:72][cH:73][cH:74][cH:75][cH:76]1.[c:77]1([P:78]([c:79]2[cH:80][cH:81][cH:82][cH:83][cH:84]2)[c:85]2[cH:86][cH:87][cH:88][cH:89][cH:90]2)[cH:91][cH:92][cH:93][cH:94][cH:95]1.[c:96]1([P:97]([c:98]2[cH:99][cH:100][cH:101][cH:102][cH:103]2)[c:104]2[cH:105][cH:106][cH:107][cH:108][cH:109]2)[cH:110][cH:111][cH:112][cH:113][cH:114]1>>[c:2]1(-[c:28]2[cH:29][cH:30][c:31]([CH2:34][C:35](=[O:36])[OH:37])[cH:32][cH:33]2)[n:3][c:4]([N:14]2[CH2:15][CH2:16][O:17][CH2:18][CH2:19]2)[n:5][c:6]([N:8]2[CH2:9][CH2:10][O:11][CH2:12][CH2:13]2)[n:7]1. The reactants are Cl.ClC=1C(=C(NC2=NC=NC3=CC(=C(C=C23)OCC2CNCC2)OC)C=CC1)F (4-(3-chloro-2-fluoroanilino)-7-methoxy-6-(pyrrolidin-3-ylmethoxy)quinazoline hydrochloride), CS(=O)(=O)Cl (methane sulfonyl chloride). The yield is 67.0%. Product: ClC=1C(=C(NC2=NC=NC3=CC(=C(C=C23)OCC2CN(CC2)S(=O)(=O)C)OC)C=CC1)F (4-(3-Chloro-2-fluoroanilino)-7-methoxy-6-{[1-(methylsulfonyl)pyrrolidin-3-yl]methoxy}quinazoline). Procedure: Using a similar procedure to that described in Example 29, 4-(3-chloro-2-fluoroanilino)-7-methoxy-6-(pyrrolidin-3-ylmethoxy)quinazoline hydrochloride (300 mg) was reacted with methane sulfonyl chloride to give the title product (200 mg, 67%); 1H-NMR Spectrum: (DMSO d6+CD3COOD) 1.75-1.89 (m, 1H); 2.08-2.18 (m, 1H); 2.77-2.86 (m, 1H); 2.91 (s, 3H); 3.12-3.18 (m, 1H); 3.25-3.43 (m, 2H); 3.47-3.52 (m, 1H); 3.94 (s, 3H; 4.06-4.09 (m, 2H); 7.15-7.30 (m, 2H); 7.43-7.53 (m, 2H): 7.81 (s, 1H); 8.38 (s, 1... RXN SMILES: Cl.[Cl:2][C:3]1[C:4]([F:29])=[C:5]([CH:26]=[CH:27][CH:28]=1)[NH:6][C:7]1[C:16]2[C:11](=[CH:12][C:13]([O:24][CH3:25])=[C:14]([O:17][CH2:18][CH:19]3[CH2:23][CH2:22][NH:21][CH2:20]3)[CH:15]=2)[N:10]=[CH:9][N:8]=1.[CH3:30][S:31](Cl)(=[O:33])=[O:32]>>[Cl:2][C:3]1[C:4]([F:29])=[C:5]([CH:26]=[CH:27][CH:28]=1)[NH:6][C:7]1[C:16]2[C:11](=[CH:12][C:13]([O:24][CH3:25])=[C:14]([O:17][CH2:18][CH:19]3[CH2:23][CH2:22][N:21]([S:31]([CH3:30])(=[O:33])=[O:32])[CH2:20]3)[CH:15]=2)[N:10]=[CH:9][N:8]=1 |f:0.1|. Reactants: CC(C)CC(NC(=O)Cc1c[nH]c2ccccc12)C(=O)NC1CCC(c2ccccc2)(N(C)C)CC1, C[Si](C)(C)Cl, CCC(C)=O, Cl. Yields the product CC(C)CC(NC(=O)Cc1c[nH]c2ccccc12)C(=O)NC1CCC(c2ccccc2)(N(C)C)CC1, Cl. As a reaction SMILES: [CH3:2][N:3]([C:4]1([c:31]2[cH:32][cH:33][cH:34][cH:35][cH:36]2)[CH2:5][CH2:6][CH:7]([NH:10][C:11]([CH:12]([CH2:13][CH:14]([CH3:15])[CH3:16])[NH:17][C:18]([CH2:19][c:20]2[cH:21][nH:22][c:23]3[cH:24][cH:25][cH:26][cH:27][c:28]23)=[O:29])=[O:30])[CH2:8][CH2:9]1)[CH3:37].[CH3:38][Si:39]([Cl:40])([CH3:41])[CH3:42].[CH3:43][C:44]([CH2:45][CH3:46])=[O:47].[ClH:1]>>[CH3:2][N:3]([C:4]1([c:31]2[cH:32][cH:33][cH:34][cH:35][cH:36]2)[CH2:5][CH2:6][CH:7]([NH:10][C:11]([CH:12]([CH2:13][CH:14]([CH3:15])[CH3:16])[NH:17][C:18]([CH2:19][c:20]2[cH:21][nH:22][c:23]3[cH:24][cH:25][cH:26][cH:27][c:28]23)=[O:29])=[O:30])[CH2:8][CH2:9]1)[CH3:37].[ClH:40]. The reactants are ClCl (chlorine), C23H25ClN4O3, CC=1C=C(C(=O)O)C=CC1C(=O)N1CCCC1 (3-methyl-4-(pyrrolidin-1-ylcarbonyl)benzoic acid), CN(C)C(=[N+](C)C)ON1C2=C(C=CC=C2)N=N1.[B-](F)(F)(F)F (TBTU), C(C)(C)N(CC)C(C)C (diisopropylethylamine), ClC1=CC2=C(NC(=N2)C(COC)N)C=C1 (1-(5-chloro-1H-benzimidazol-2-yl)-2-methoxyethylamine). Run in ClCCl.CO (dichloromethane methanol), O1CCCC1 (tetrahydrofuran). Product: ClC1=CC2=C(NC(=N2)C(COC)NC(C2=CC(=C(C=C2)C(=O)N2CCCC2)C)=O)C=C1 (rac.-N-[1-(5-chloro-1H-benzimidazol-2-yl)-2-methoxyethyl]-3-methyl-4-(pyrrolidin-1-ylcarbonyl)benzamide). Yield: 47.0%. As a reaction SMILES: [CH3:1][C:2]1[CH:3]=[C:4]([CH:8]=[CH:9][C:10]=1[C:11]([N:13]1[CH2:17][CH2:16][CH2:15][CH2:14]1)=[O:12])[C:5]([OH:7])=O.CN(C(ON1N=NC2C=CC=CC1=2)=[N+](C)C)C.[B-](F)(F)(F)F.C(N(C(C)C)CC)(C)C.[Cl:49][C:50]1[CH:63]=[CH:62][C:53]2[NH:54][C:55]([CH:57]([NH2:61])[CH2:58][O:59][CH3:60])=[N:56][C:52]=2[CH:51]=1.ClCl>O1CCCC1.ClCCl.CO>[Cl:49][C:50]1[CH:63]=[CH:62][C:53]2[NH:54][C:55]([CH:57]([NH:61][C:5](=[O:7])[C:4]3[CH:8]=[CH:9][C:10]([C:11]([N:13]4[CH2:17][CH2:16][CH2:15][CH2:14]4)=[O:12])=[C:2]([CH3:1])[CH:3]=3)[CH2:58][O:59][CH3:60])=[N:56][C:52]=2[CH:51]=1 |f:1.2,7.8|. Reported procedure: Prepared analogously to Example 1g from 3-methyl-4-(pyrrolidin-1-ylcarbonyl)benzoic acid, TBTU, diisopropylethylamine, and 1-(5-chloro-1H-benzimidazol-2-yl)-2-methoxyethylamine in tetrahydrofuran. Yield: 47%; Rf value: 0.66 (silica gel; dichloromethane/methanol=9:1); C23H25ClN4O3 (440.93); mass spectrum: (M−H)−=439/441 (chlorine isotope). Starting materials: CC1=C(CN2CC(C3=CC=C(C=C23)CC(=O)O)C)C(=CC=C1)C ((3-RS)-2-[1-(2,6-dimethylbenzyl)-2,3-dihydro-3-methyl-1H-indole-6-yl]acetic acid), (3S*)-2-[1-(2,6-dimethylbenzyl)-2,3-dihydro-3-methyl-1H-indole-6-yl]lacetic, FC(C(=O)O)(F)F (trifluoroacetic acid). The solvent is CCCCCC.C(C)(C)O (hexane isopropyl alcohol). Product: CC1=C(CN2C[C@@H](C3=CC=C(C=C23)CC(=O)O)C)C(=CC=C1)C ((3R*)-2-[1-(2,6-dimethylbenzyl)-2,3-dihydro-3-methyl-1H-indole-6-yl]acetic acid). The yield is 57.7%. As a reaction SMILES: [CH3:1][C:2]1[CH:22]=[CH:21][CH:20]=[C:19]([CH3:23])[C:3]=1[CH2:4][N:5]1[C:13]2[C:8](=[CH:9][CH:10]=[C:11]([CH2:14][C:15]([OH:17])=[O:16])[CH:12]=2)[CH:7]([CH3:18])[CH2:6]1.FC(F)(F)C(O)=O>CCCCCC.C(O)(C)C>[CH3:1][C:2]1[CH:22]=[CH:21][CH:20]=[C:19]([CH3:23])[C:3]=1[CH2:4][N:5]1[C:13]2[C:8](=[CH:9][CH:10]=[C:11]([CH2:14][C:15]([OH:17])=[O:16])[CH:12]=2)[C@@H:7]([CH3:18])[CH2:6]1 |f:2.3|. Procedure details: The compound [78] obtained in Example 78 (26 mg) was optically resolved by chiral column chromatography (CHIRALCEL (registered trademark) OD CHIRALCEL OD) manufactured by Daicel Corporation, 2 cm ×25 cm; 0.1% trifluoroacetic acid, hexane/isopropyl alcohol=85/15; flow rate 20 mL/min). (3R*)-2-[1-(2,6-dimethylbenzyl)-2,3-dihydro-3-methyl-1H-indole-6-yl]acetic acid [79A] (15 mg) as a pale brown solid was obtained from the preceding fraction (retention time: 5.3 minutes), and (3S*)-2-[1-(2,6-dimethy... The reactants are C, CO, Nc1cc(Oc2ccc([N+](=O)[O-])c(C(F)(F)F)c2)ccn1, [Pd]. The product is Nc1cc(Oc2ccc(N)c(C(F)(F)F)c2)ccn1. Reaction SMILES: [C:24].[CH3:22][OH:23].[N+:1]([O-:2])(=[O:3])[c:4]1[c:5]([C:18]([F:19])([F:20])[F:21])[cH:6][c:7]([O:8][c:9]2[cH:10][c:11]([NH2:15])[n:12][cH:13][cH:14]2)[cH:16][cH:17]1.[Pd:25]>>[NH2:1][c:4]1[c:5]([C:18]([F:19])([F:20])[F:21])[cH:6][c:7]([O:8][c:9]2[cH:10][c:11]([NH2:15])[n:12][cH:13][cH:14]2)[cH:16][cH:17]1. The reactants are CS(C)=O, NC1CCC(N)CC1, Fc1cccc(CNc2cccc(-c3cc(F)ncc3Cl)n2)c1. Yields the product NC1CCC(Nc2cc(-c3cccc(NCc4cccc(F)c4)n3)c(Cl)cn2)CC1. Reaction SMILES: [CH3:32][S:33]([CH3:34])=[O:35].[CH:24]1([NH2:31])[CH2:25][CH2:26][CH:27]([NH2:30])[CH2:28][CH2:29]1.[Cl:1][c:2]1[c:3](-[c:9]2[n:10][c:11]([NH:15][CH2:16][c:17]3[cH:18][c:19]([F:23])[cH:20][cH:21][cH:22]3)[cH:12][cH:13][cH:14]2)[cH:4][c:5]([F:8])[n:6][cH:7]1>>[Cl:1][c:2]1[c:3](-[c:9]2[n:10][c:11]([NH:15][CH2:16][c:17]3[cH:18][c:19]([F:23])[cH:20][cH:21][cH:22]3)[cH:12][cH:13][cH:14]2)[cH:4][c:5]([NH:31][CH:24]2[CH2:25][CH2:26][CH:27]([NH2:30])[CH2:28][CH2:29]2)[n:6][cH:7]1.